Dataset: the Open Reaction Database (ORD), a public repository of structured organic reaction records. Task: describe an organic reaction: reactants, conditions, products, and yield Starting materials: COC1=CC=C(C=N1)C1=NN(C=2C1=NC=CC2)C(C)C (3-(6-methoxypyridin-3-yl)-1-(1-methylethyl)-1H-pyrazolo[4,3-b]pyridine), Cl (HCl). The solvent is CO (MeOH). Product: CC(C)N1N=C(C2=NC=CC=C21)C=2C=CC(=NC2)O (5-[1-(1-Methylethyl)-1H-pyrazolo[4,3-b]pyridin-3-yl]pyridin-2-ol). Isolated yield 80.2%. RXN SMILES: C[O:2][C:3]1[N:8]=[CH:7][C:6]([C:9]2[C:13]3=[N:14][CH:15]=[CH:16][CH:17]=[C:12]3[N:11]([CH:18]([CH3:20])[CH3:19])[N:10]=2)=[CH:5][CH:4]=1.Cl>CO>[CH3:20][CH:18]([N:11]1[C:12]2[C:13](=[N:14][CH:15]=[CH:16][CH:17]=2)[C:9]([C:6]2[CH:5]=[CH:4][C:3]([OH:2])=[N:8][CH:7]=2)=[N:10]1)[CH3:19]. Procedure details: A mixture of 3-(6-methoxypyridin-3-yl)-1-(1-methylethyl)-1H-pyrazolo[4,3-b]pyridine (100 mg), MeOH (10 mL) and concentrated HCl (3 mL) was stirred at reflux for 24 h and then evaporated. The residue was treated with saturated NaHCO3 aqueous solution and extracted with AcOEt. The organic layer was dried over MgSO4 and concentrated under reduced pressure. The residue was suspended in IPE and collected by filtration to give the title compound (76 mg). Starting materials: solid, Cl.Cl.Cl.O1CCC=2C1=C(N=CC2)N2CCN(CC2)CC[C@@H]2CC[C@H](CC2)N (trans-4-{2-[4-(2,3-dihydro-furo[2,3-c]pyridin-7-yl)-piperazin-1-yl]-ethyl}-cyclohexylamine trihydrochloride), Cl.Cl.Cl.O1CCC=2C1=C(N=CC2)N2CCN(CC2)CC[C@@H]2CC[C@H](CC2)N (trans-4-{2-[4-(2,3-dihydro-furo[2,3-c]pyridin-7-yl)-piperazin-1-yl]-ethyl}-cyclohexylamine trihydrochloride), N1(CCCCC1)C1=CC=C(C(=O)O)C=C1 (4-piperidin-1-yl-benzoic acid). Yields the product O1CCC=2C1=C(N=CC2)N2CCN(CC2)CC[C@@H]2CC[C@H](CC2)NC(C2=CC=C(C=C2)N2CCCCC2)=O (trans-N-(4-{2-[4-(2,3-Dihydro-furo[2,3-c]pyridin-7-yl)-piperazin-1-yl]-ethyl}-cyclohexyl)-4-piperidin-1-yl-benzamide). As a reaction SMILES: Cl.Cl.Cl.[O:4]1[C:8]2=[C:9]([N:13]3[CH2:18][CH2:17][N:16]([CH2:19][CH2:20][C@H:21]4[CH2:26][CH2:25][C@H:24]([NH2:27])[CH2:23][CH2:22]4)[CH2:15][CH2:14]3)[N:10]=[CH:11][CH:12]=[C:7]2[CH2:6][CH2:5]1.[N:28]1([C:34]2[CH:42]=[CH:41][C:37]([C:38](O)=[O:39])=[CH:36][CH:35]=2)[CH2:33][CH2:32][CH2:31][CH2:30][CH2:29]1>>[O:4]1[C:8]2=[C:9]([N:13]3[CH2:18][CH2:17][N:16]([CH2:19][CH2:20][C@H:21]4[CH2:26][CH2:25][C@H:24]([NH:27][C:38](=[O:39])[C:37]5[CH:41]=[CH:42][C:34]([N:28]6[CH2:33][CH2:32][CH2:31][CH2:30][CH2:29]6)=[CH:35][CH:36]=5)[CH2:23][CH2:22]4)[CH2:15][CH2:14]3)[N:10]=[CH:11][CH:12]=[C:7]2[CH2:6][CH2:5]1 |f:0.1.2.3|. Procedure: The title compound, white solid (99 mg, 77%), MS (ISP) m/z=518.5 [(M+H)+], mp 182.5° C., was prepared in accordance with the general method of example 6 from trans-4-{2-[4-(2,3-dihydro-furo[2,3-c]pyridin-7-yl)-piperazin-1-yl]-ethyl}-cyclohexylamine trihydrochloride (intermediate B) (110 mg, 0.25 mmol) and 4-piperidin-1-yl-benzoic acid. Reactants: CC12CCC3C(CC(C(=O)O)C4CC(=O)CCC43C)C1CCC2=O, Cc1ccccc1, CO, N, O=S(Cl)Cl. The product is CC12CCC3C(CC(C(N)=O)C4CC(=O)CCC43C)C1CCC2=O. Reaction SMILES: [C:1](=[O:2])([OH:3])[CH:4]1[CH2:5][CH:6]2[CH:7]3[CH2:8][CH2:9][C:10](=[O:24])[C:11]3([CH3:12])[CH2:13][CH2:14][CH:15]2[C:16]2([CH3:23])[CH2:17][CH2:18][C:19](=[O:22])[CH2:20][CH:21]12.[CH3:26][c:27]1[cH:28][cH:29][cH:30][cH:31][cH:32]1.[CH3:37][OH:38].[NH3:25].[S:33]([Cl:34])([Cl:35])=[O:36]>>[C:1](=[O:2])([CH:4]1[CH2:5][CH:6]2[CH:7]3[CH2:8][CH2:9][C:10](=[O:24])[C:11]3([CH3:12])[CH2:13][CH2:14][CH:15]2[C:16]2([CH3:23])[CH2:17][CH2:18][C:19](=[O:22])[CH2:20][CH:21]12)[NH2:25]. Reaction SMILES: [CH2:3]([C:4](=[O:5])[CH3:6])[c:7]1[cH:8][cH:9][c:10]([O:11][CH2:12][CH:13]2[CH2:14][CH2:15][CH:16]([C:18](=[O:19])[O:20][CH3:21])[O:17]2)[cH:22][cH:23]1.[CH3:1][NH2:2].[CH3:24][CH2:25][OH:26]>>[CH3:1][NH:2][C:18]([CH:16]1[CH2:15][CH2:14][CH:13]([CH2:12][O:11][c:10]2[cH:9][cH:8][c:7]([CH2:3][C:4](=[O:5])[CH3:6])[cH:23][cH:22]2)[O:17]1)=[O:19]. Reactants: COC(=O)C1CCC(COc2ccc(CC(C)=O)cc2)O1, CN, CCO. Yields the product CNC(=O)C1CCC(COc2ccc(CC(C)=O)cc2)O1.